Dataset: the Open Reaction Database (ORD), a public repository of structured organic reaction records. Task: describe an organic reaction: reactants, conditions, products, and yield Starting materials: C(C)(=O)OC1=C2CCCN(C2=CC=C1)C(=O)OC(C)(C)C (t-butyl 5-(acetyloxy)-3,4-dihydroquinoline-1(2H)-carboxylate), C([O-])([O-])=O.[K+].[K+] (potassium carbonate). Run in CO (MeOH). The product is OC1=C2CCCN(C2=CC=C1)C(=O)OC(C)(C)C (t-butyl 5-hydroxy-3,4-dihydroquinoline-1(2H)-carboxylate). Reaction conditions: time 2 hour. Reported procedure: To a solution of t-butyl 5-(acetyloxy)-3,4-dihydroquinoline-1(2H)-carboxylate (770 mg, 2.64 mmol) in 10 mL of MeOH was added potassium carbonate (365 mg, 2.64 mmol), and the resulting mixture was stirred for 2 hours at room temperature and then filtered and concentrated in vacuo. The crude material was purified on a silica gel column (5% to 35% EtOAc/hexanes) to afford the desired product. As a reaction SMILES: C([O:4][C:5]1[CH:14]=[CH:13][CH:12]=[C:11]2[C:6]=1[CH2:7][CH2:8][CH2:9][N:10]2[C:15]([O:17][C:18]([CH3:21])([CH3:20])[CH3:19])=[O:16])(=O)C.C(=O)([O-])[O-].[K+].[K+]>CO>[OH:4][C:5]1[CH:14]=[CH:13][CH:12]=[C:11]2[C:6]=1[CH2:7][CH2:8][CH2:9][N:10]2[C:15]([O:17][C:18]([CH3:21])([CH3:20])[CH3:19])=[O:16] |f:1.2.3|.